Dataset: the Open Reaction Database (ORD), a public repository of structured organic reaction records. Task: describe an organic reaction: reactants, conditions, products, and yield Starting materials: COc1ccc(N2CCC(=O)C(c3cccc(C)c3)C2)cc1OC, CC(=O)[O-], CCO, Cl, NO, [Na+], [Na+], [OH-], O. Product: COc1ccc(N2CCC(N)C(c3cccc(C)c3)C2)cc1OC, Cl. RXN SMILES: [CH3:1][O:2][c:3]1[cH:4][c:5]([N:11]2[CH2:12][CH:13]([c:18]3[cH:19][c:20]([CH3:24])[cH:21][cH:22][cH:23]3)[C:14](=[O:17])[CH2:15][CH2:16]2)[cH:6][cH:7][c:8]1[O:9][CH3:10].[CH3:29][C:30](=[O:31])[O-:32].[CH3:35][CH2:36][OH:37].[ClH:25].[NH2:26][OH:27].[Na+:28].[Na+:34].[OH-:33].[OH2:38]>>[CH3:1][O:2][c:3]1[cH:4][c:5]([N:11]2[CH2:12][CH:13]([c:18]3[cH:19][c:20]([CH3:24])[cH:21][cH:22][cH:23]3)[CH:14]([NH2:26])[CH2:15][CH2:16]2)[cH:6][cH:7][c:8]1[O:9][CH3:10].[ClH:25].